Dataset: the Open Reaction Database (ORD), a public repository of structured organic reaction records. Task: describe an organic reaction: reactants, conditions, products, and yield Reactants: resultant mixture, [H-].C(C(C)C)[Al+]CC(C)C (diisobutylaluminium hydride), C1(=CC=CC=C1)C (toluene), COC(=O)C1=CC=C(C=C1)N1CCN(CC1)CC1=CNC2=NC=CC=C21 (3-(4-[4-methoxycarbonylphenyl]piperazin-1-yl)methyl-1H-pyrrolo[2,3-b]pyridine), [OH-].[Na+] (sodium hydroxide). The solvent is CO (Methanol), O1CCCC1 (tetrahydrofuran), O (water). Yields the product OCC1=CC=C(C=C1)N1CCN(CC1)CC1=CNC2=NC=CC=C21 (3-(4-[4-Hydroxymethylphenyl]piperazin-1-yl)methyl-1H-pyrrolo[2,3-b]pyridine). Yield: 74.2%. As a reaction SMILES: [H-].C([Al+]CC(C)C)C(C)C.C1(C)C=CC=CC=1.C[O:19][C:20]([C:22]1[CH:27]=[CH:26][C:25]([N:28]2[CH2:33][CH2:32][N:31]([CH2:34][C:35]3[C:43]4[C:38](=[N:39][CH:40]=[CH:41][CH:42]=4)[NH:37][CH:36]=3)[CH2:30][CH2:29]2)=[CH:24][CH:23]=1)=O.[OH-].[Na+]>O1CCCC1.O.CO>[OH:19][CH2:20][C:22]1[CH:27]=[CH:26][C:25]([N:28]2[CH2:33][CH2:32][N:31]([CH2:34][C:35]3[C:43]4[C:38](=[N:39][CH:40]=[CH:41][CH:42]=4)[NH:37][CH:36]=3)[CH2:30][CH2:29]2)=[CH:24][CH:23]=1 |f:0.1,4.5|. Procedure details: A solution of diisobutylaluminium hydride in toluene (1.5M, 9.4 ml, 14.1 mmol) was added to a solution of 3-(4-[4-methoxycarbonylphenyl]piperazin-1-yl)methyl-1H-pyrrolo[2,3-b]pyridine (1.64 g, 4.68 mmol) in tetrahydrofuran (100 ml) and the resultant mixture stirred at room temperature for forty minutes. Methanol (3.3 ml) was added, followed by water (2.0 ml) and 2M aqueous sodium hydroxide (2.0 ml). The precipitate formed was collected, the filtrate concentrated in vacuo and the solid residue wa... As a reaction SMILES: [CH3:1][N:2]([CH3:43])[CH2:3][CH2:4][NH:5][C:6]([C:8]1[C:17]2[N:16]=[C:15]3[C:18]([CH3:22])=[CH:19][CH:20]=[CH:21][C:14]3=[CH:13][C:12]=2[C:11](=[O:23])[N:10]([CH2:24][CH2:25][C:26]2[C:34]3[C:29](=[CH:30][CH:31]=[CH:32][CH:33]=3)[N:28](C(NCCN(C)C)=O)[CH:27]=2)[CH:9]=1)=[O:7].[OH-].[Na+]>C(O)C>[CH3:43][N:2]([CH3:1])[CH2:3][CH2:4][NH:5][C:6]([C:8]1[C:17]2[N:16]=[C:15]3[C:18]([CH3:22])=[CH:19][CH:20]=[CH:21][C:14]3=[CH:13][C:12]=2[C:11](=[O:23])[N:10]([CH2:24][CH2:25][C:26]2[C:34]3[C:29](=[CH:30][CH:31]=[CH:32][CH:33]=3)[NH:28][CH:27]=2)[CH:9]=1)=[O:7] |f:1.2|. Starting materials: CN(CCNC(=O)C1=CN(C(C=2C=C3C(=NC12)C(=CC=C3)C)=O)CCC3=CN(C1=CC=CC=C31)C(=O)NCCN(C)C)C (N-[2-(Dimethylamino)ethyl]-2-[N-(((2-(dimethylamino)ethyl)amino)carbonyl)-1H-indol-3-yl]ethyl-6-methyl-1-oxo-1,2-dihydrobenzo[b][1,6]naphthyridine-4-carboxamide), [OH-].[Na+] (sodium hydroxide). Yields the product CN(CCNC(=O)C1=CN(C(C=2C=C3C(=NC12)C(=CC=C3)C)=O)CCC3=CNC1=CC=CC=C31)C (N-[2-(Dimethylamino)ethyl]-2-[2-(1H-Indol-3-yl)ethyl]-6-methyl-1-oxo-1,2-dihydrobenzo[b][1,6]naphthyridine-4-carboxamide). Isolated yield 89.8%. Procedure: To a hot solution of the bisamide 21b (0.58 g, 1.00 mmol) in ethanol (10 mL) was added 10% sodium hydroxide (10 mL), and the whole was heated at reflux for 40 min. The reaction mixture was then evaporated to dryness under reduced pressure, water was added and the solid was filtered and washed with water to give 20v as a gold solid (0.42 g, 90%), mp 105-107° C. (from acetonitrile). 1H NMR (CDCl3): δ 2.31 [s, 6H, N(CH3)2], 2.64 (t, J=6.4 Hz, 2H, CH2CH2NMe2), 2.82 (s, 3H, ArCH3), 3.21 (t, J=7.7 Hz,... Solvent: C(C)O (ethanol).